This data is from the Open Reaction Database (ORD), a public repository of structured organic reaction records. The task is: describe an organic reaction: reactants, conditions, products, and yield Reactants: CCO, CO, CCOC(C)=O, [Cl-], C[n+]1ccc(Nc2ccc(C(=O)Nc3ccc(Nc4ccnc5ccc(N)cc45)cc3)cc2)cc1, O. The product is [Cl-], C[n+]1ccc(Nc2ccc(C(=O)Nc3ccc(Nc4ccnc5ccc([N+](=O)[O-])cc45)cc3)cc2)cc1. RXN SMILES: [CH3:37][CH2:38][OH:39].[CH3:41][OH:42].[CH3:43][CH2:44][O:45][C:46]([CH3:47])=[O:48].[Cl-:1].[NH2:2][c:3]1[cH:4][c:5]2[c:6]([NH:13][c:14]3[cH:15][cH:16][c:17]([NH:18][C:19](=[O:20])[c:21]4[cH:22][cH:23][c:24]([NH:25][c:26]5[cH:27][cH:28][n+:29]([CH3:32])[cH:30][cH:31]5)[cH:33][cH:34]4)[cH:35][cH:36]3)[cH:7][cH:8][n:9][c:10]2[cH:11][cH:12]1.[OH2:40]>>[Cl-:1].[N+:2]([c:3]1[cH:4][c:5]2[c:6]([NH:13][c:14]3[cH:15][cH:16][c:17]([NH:18][C:19](=[O:20])[c:21]4[cH:22][cH:23][c:24]([NH:25][c:26]5[cH:27][cH:28][n+:29]([CH3:32])[cH:30][cH:31]5)[cH:33][cH:34]4)[cH:35][cH:36]3)[cH:7][cH:8][n:9][c:10]2[cH:11][cH:12]1)(=[O:40])[O-:42]. The reactants are [C@]12(C(CC(CC1)C2(C)C)C(=O)O[C@@H](C(C)(C)C)C2=C(C=C(C(=C2)OC)I)[N+](=O)[O-])C ((S)-1-(4-iodo-5-methoxy-2-nitrophenyl)-2,2-dimethyl-1-propyl (1S)-camphanate), C(=O)([O-])[O-].[K+].[K+] (K2CO3). Run in CO (methanol). Product: IC1=CC(=C(C=C1OC)[C@H](C(C)(C)C)O)[N+](=O)[O-] ((S)-1-(4-iodo-5-methoxy-2-nitrophenyl)-2,2-dimethyl-1-propanol). Isolated yield 98.6%. RXN SMILES: [C@]12(C)C(C)(C)C(CC1)CC2C([O:12][C@H:13]([C:18]1[CH:23]=[C:22]([O:24][CH3:25])[C:21]([I:26])=[CH:20][C:19]=1[N+:27]([O-:29])=[O:28])[C:14]([CH3:17])([CH3:16])[CH3:15])=O.C([O-])([O-])=O.[K+].[K+]>CO>[I:26][C:21]1[C:22]([O:24][CH3:25])=[CH:23][C:18]([C@@H:13]([OH:12])[C:14]([CH3:17])([CH3:16])[CH3:15])=[C:19]([N+:27]([O-:29])=[O:28])[CH:20]=1 |f:1.2.3|. Procedure: A mixture of (S)-1-(4-iodo-5-methoxy-2-nitrophenyl)-2,2-dimethyl-1-propyl (1S)-camphanate (1.1 g, 2.0 mmol) and K2CO3 (552 mg, 4.0 mmol) in methanol (50 mL) was heated to reflux for one hour, then cooled down, concentrated in vacuo, and diluted with CH2Cl2 (50 mL). The organic phase was washed with brine (50 mL), dried over Na2SO4, concentrated in vacuo, and the residue was purified by silica gel column chromatography to yield enantiopure (S)-1-(4-iodo-5-methoxy-2-nitrophenyl)-2,2-dimethyl-1-pro... Reactants: BrC1=CC=C(C=C1)[C@H](C)N1C(C[C@@](CC1)(CCCO)C1=CC=C(C=C1)F)=O ((S)-1-((S)-1-(4-bromophenyl)ethyl)-4-(4-fluorophenyl)-4-(3-hydroxypropyl)piperidin-2-one), CC(=O)C.OS(=O)(=O)O.O=[Cr](=O)=O (Jones reagent). Solvent: CCOC(=O)C (EtOAc), CC(=O)C (acetone). Reaction conditions: time 0.5 hour. The product is BrC1=CC=C(C=C1)[C@H](C)N1C(C[C@](CC1)(C1=CC=C(C=C1)F)CCC(=O)O)=O (3-((S)-1-((S)-1-(4-bromophenyl)ethyl)-4-(4-fluorophenyl)-2-oxopiperidin-4-yl)propanoic acid). The yield is 90.0%. As a reaction SMILES: [Br:1][C:2]1[CH:7]=[CH:6][C:5]([C@@H:8]([N:10]2[CH2:15][CH2:14][C@@:13]([C:20]3[CH:25]=[CH:24][C:23]([F:26])=[CH:22][CH:21]=3)([CH2:16][CH2:17][CH2:18][OH:19])[CH2:12][C:11]2=[O:27])[CH3:9])=[CH:4][CH:3]=1.CC(C)=[O:30].OS(O)(=O)=O.O=[Cr](=O)=O>CC(C)=O.CCOC(C)=O>[Br:1][C:2]1[CH:3]=[CH:4][C:5]([C@@H:8]([N:10]2[CH2:15][CH2:14][C@:13]([CH2:16][CH2:17][C:18]([OH:30])=[O:19])([C:20]3[CH:25]=[CH:24][C:23]([F:26])=[CH:22][CH:21]=3)[CH2:12][C:11]2=[O:27])[CH3:9])=[CH:6][CH:7]=1 |f:1.2.3|. Procedure: To a solution of (S)-1-((S)-1-(4-bromophenyl)ethyl)-4-(4-fluorophenyl)-4-(3-hydroxypropyl)piperidin-2-one (30 mg, 0.069 mmol) in acetone (2 mL) was added Jones reagent (0.3 mL, 2.5 M) at 0° C. The mixture was stirred for 0.5 h, diluted with EtOAc, and washed with water. The organic phase was concentrated to give the crude 3-((S)-1-((S)-1-(4-bromophenyl)ethyl)-4-(4-fluorophenyl)-2-oxopiperidin-4-yl)propanoic acid (28 mg, 90%), which was used for the next step without further purification. The reactants are C(C)(=O)OC1=C(CSC1C)C(=O)OC (methyl 4-acetoxy-2,5-dihydro-5-methyl-3-thiophene-carboxylate), S(=O)(=O)(Cl)Cl (sulphuryl chloride). The solvent is C(Cl)Cl (methylene chloride). The product is C(C)(=O)OC=1C(=CSC1C)C(=O)OC (Methyl 4-acetoxy-5-methyl-3-thiophenecarboxylate). As a reaction SMILES: [C:1]([O:4][C:5]1[CH:9]([CH3:10])[S:8][CH2:7][C:6]=1[C:11]([O:13][CH3:14])=[O:12])(=[O:3])[CH3:2].S(Cl)(Cl)(=O)=O>C(Cl)Cl>[C:1]([O:4][C:5]1[C:6]([C:11]([O:13][CH3:14])=[O:12])=[CH:7][S:8][C:9]=1[CH3:10])(=[O:3])[CH3:2]. Procedure: To methyl 4-acetoxy-2,5-dihydro-5-methyl-3-thiophene-carboxylate (68.3 g) in anhydrous methylene chloride (143 ml) was added sulphuryl chloride (30.4 ml) dropwise over 30 minutes. The black solution was stirred at room temperature over night. Solvent: C(C)O (ethanol). The reactants are C[O-].[Na+] (sodium methoxide), CO (methanol), C(=C)C1=CC=NC=C1 (4-vinylpyridine), CO (methanol), SCC(=O)OC (Methyl 2-mercaptoacetate). RXN SMILES: C[O-].[Na+].CO.[SH:6][CH2:7][C:8]([O:10][CH3:11])=[O:9].[CH:12]([C:14]1[CH:19]=[CH:18][N:17]=[CH:16][CH:15]=1)=[CH2:13]>C(O)C>[N:17]1[CH:18]=[CH:19][C:14]([CH2:12][CH2:13][S:6][CH2:7][C:8]([O:10][CH3:11])=[O:9])=[CH:15][CH:16]=1 |f:0.1|. Yields the product N1=CC=C(C=C1)CCSCC(=O)OC (Methyl 2-[2-(4-Pyridyl)ethylthio]acetate). Procedure: Under a nitrogen atmosphere, sodium methoxide (1.62 g., 0.03 mole) is dissolved in 36 ml. of stirring methanol and the solution cooled in an ice bath. Methyl 2-mercaptoacetate (3.18 g., 0.03 mole) in 6 ml. of methanol is added over approximately 5 minutes. Finally, 4-vinylpyridine (3.22 g., 0.03 mole) in approximately 20 ml. of absolute ethanol is added over 15 minutes. The reaction mixture is allowed to warm to room temperature and stirred for 23 hours. The reaction mixture is concentrated to d... Reaction conditions: time 23 hour.